This data is from the Open Reaction Database (ORD), a public repository of structured organic reaction records. The task is: describe an organic reaction: reactants, conditions, products, and yield Reactants: C1=C(C=CC2=CC=CC=C12)CN1C2CC(CC1CC2)NC(C)=O (N-[8-(naphthalen-2-ylmethyl)-8-azabicyclo[3.2.1]oct-3-yl]acetamide), Cl (hydrochloric acid), [OH-].[Na+] (sodium hydroxide). Yields the product C1=C(C=CC2=CC=CC=C12)CN1C2CC(CC1CC2)N (N-[8-(naphthalen-2-ylmethyl)-8-azabicyclo[3.2.1]oct-3-yl]amine). The yield is 93.1%. As a reaction SMILES: [CH:1]1[C:10]2[C:5](=[CH:6][CH:7]=[CH:8][CH:9]=2)[CH:4]=[CH:3][C:2]=1[CH2:11][N:12]1[CH:17]2[CH2:18][CH2:19][CH:13]1[CH2:14][CH:15]([NH:20]C(=O)C)[CH2:16]2.Cl.[OH-].[Na+]>>[CH:1]1[C:10]2[C:5](=[CH:6][CH:7]=[CH:8][CH:9]=2)[CH:4]=[CH:3][C:2]=1[CH2:11][N:12]1[CH:13]2[CH2:19][CH2:18][CH:17]1[CH2:16][CH:15]([NH2:20])[CH2:14]2 |f:2.3|. Procedure details: 4 g (12.9 mmol) of N-[8-(naphthalen-2-ylmethyl)-8-azabicyclo[3.2.1]oct-3-yl]acetamide are poured into 13 mL of 5N hydrochloric acid. The mixture is refluxed for 4 hours and then cooled in an ice bath, basified with 35% sodium hydroxide and extracted three times with ethyl acetate. The combined extracts are washed with water and with brine, dried over anhydrous sodium sulfate and then evaporated under reduced pressure. 3.2 g of oily product are obtained (94% yield).